Dataset: the Open Reaction Database (ORD), a public repository of structured organic reaction records. Task: describe an organic reaction: reactants, conditions, products, and yield The reactants are [BH4-], COC(=O)c1sc(Br)cc1N(C(=O)C1CCC(C)CC1)C1CCC(=O)CC1, CO, Cl, [Na+]. The product is COC(=O)c1sc(Br)cc1N(C(=O)C1CCC(C)CC1)C1CCC(O)CC1. RXN SMILES: [BH4-:28].[CH3:1][O:2][C:3](=[O:4])[c:5]1[s:6][c:7]([Br:27])[cH:8][c:9]1[N:10]([CH:11]1[CH2:12][CH2:13][C:14](=[O:17])[CH2:15][CH2:16]1)[C:18](=[O:19])[CH:20]1[CH2:21][CH2:22][CH:23]([CH3:26])[CH2:24][CH2:25]1.[CH3:31][OH:32].[ClH:30].[Na+:29]>>[CH3:1][O:2][C:3](=[O:4])[c:5]1[s:6][c:7]([Br:27])[cH:8][c:9]1[N:10]([CH:11]1[CH2:12][CH2:13][CH:14]([OH:17])[CH2:15][CH2:16]1)[C:18](=[O:19])[CH:20]1[CH2:21][CH2:22][CH:23]([CH3:26])[CH2:24][CH2:25]1. Procedure: Under argon, to a solution of 4,5-dimethylthiazole (0.62 g, 5.5 mmol) in anhydrous THF (40 mL) at −78° C., n-butyllithium (2.3 M in hexanes, 3.6 mL, 8.28 mmol) was slowly added and the reaction mixture was stirred at −78° C. for 1 h. Then a solution of anhydrous DMF (1.1 mL, 14.2 mmol) in anhydrous THF (10 mL) was added. The resulting mixture was stirred for 2.5 hours, allowing the temperature to raise to −60° C. Acetic acid (0.5 mL) and an aqueous solution of ammonium chloride were added, and w... Reaction conditions: temperature -78 celsius, time 1 hour. Product: CC=1N=C(SC1C)C=O (4,5-dimethyl-1,3-thiazole-2-carbaldehyde). The solvent is C(C)(=O)O (Acetic acid), C1CCOC1 (THF), C1CCOC1 (THF). Starting materials: [Cl-].[NH4+] (ammonium chloride), CC=1N=CSC1C (4,5-dimethylthiazole), C(CCC)[Li] (n-butyllithium), CN(C)C=O (DMF). RXN SMILES: [CH3:1][C:2]1[N:3]=[CH:4][S:5][C:6]=1[CH3:7].C([Li])CCC.CN([CH:16]=[O:17])C.[Cl-].[NH4+]>C1COCC1.C(O)(=O)C>[CH3:1][C:2]1[N:3]=[C:4]([CH:16]=[O:17])[S:5][C:6]=1[CH3:7] |f:3.4|. Starting materials: ClC1=CC=C(C=N1)CO ((6-chloro-3-pyridyl)methanol), [H-].[Na+] (sodium hydride), [Cl-].[NH4+] (ammonium chloride), BrCC1=CC=C(C=C1)C1=CC=CC=C1 (1-(Bromomethyl)-4-phenylbenzene). Solvent: O1CCCC1 (tetrahydrofuran). Conditions: time 30 minute. Yields the product ClC1=NC=C(C=C1)COCC1=CC=C(C=C1)C1=CC=CC=C1 (2-Chloro-5-[(4-phenylphenyl)methoxymethyl]pyridine). Yield: 77.2%. RXN SMILES: [Cl:1][C:2]1[N:7]=[CH:6][C:5]([CH2:8][OH:9])=[CH:4][CH:3]=1.[H-].[Na+].Br[CH2:13][C:14]1[CH:19]=[CH:18][C:17]([C:20]2[CH:25]=[CH:24][CH:23]=[CH:22][CH:21]=2)=[CH:16][CH:15]=1.[Cl-].[NH4+]>O1CCCC1>[Cl:1][C:2]1[CH:3]=[CH:4][C:5]([CH2:8][O:9][CH2:13][C:14]2[CH:19]=[CH:18][C:17]([C:20]3[CH:21]=[CH:22][CH:23]=[CH:24][CH:25]=3)=[CH:16][CH:15]=2)=[CH:6][N:7]=1 |f:1.2,4.5|. Reported procedure: To a solution of (6-chloro-3-pyridyl)methanol (0.538 g) in tetrahydrofuran (15 mL), sodium hydride (63% oil, 0.182 g) was added at 0° C., and the mixture was stirred at room temperature for 30 minutes. 1-(Bromomethyl)-4-phenylbenzene (0.932 g) was added to the reaction solution at room temperature, and the mixture was stirred at 50° C. for 3 hours. The reaction solution was cooled to 0° C., and a saturated aqueous ammonium chloride solution was added thereto, followed by extraction with dichloro... Starting materials: BrC=1C=C2C=CNC2=CC1 (5-bromoindole), C1(=CC=CC=C1)C=1CCN(CC1)CCC#C (4-(3,6-Dihydro-4-phenyl-1(2H)-pyridinyl)-1-butyne), tetrakis (triphenylphosphine)palladium(O). The solvent is C(CCC)N (N-butylamine). Product: C1(=CC=CC=C1)C=1CCN(CC1)CCC#CC=1C=C2C=CNC2=CC1 (5-[4-(3,6-Dihydro-4-phenyl-1(2H)-pyridinyl)-1-butynyl]-1H-indole). As a reaction SMILES: Br[C:2]1[CH:3]=[C:4]2[C:8](=[CH:9][CH:10]=1)[NH:7][CH:6]=[CH:5]2.[C:11]1([C:17]2[CH2:18][CH2:19][N:20]([CH2:23][CH2:24][C:25]#[CH:26])[CH2:21][CH:22]=2)[CH:16]=[CH:15][CH:14]=[CH:13][CH:12]=1>C(N)CCC>[C:11]1([C:17]2[CH2:22][CH2:21][N:20]([CH2:23][CH2:24][C:25]#[C:26][C:2]3[CH:3]=[C:4]4[C:8](=[CH:9][CH:10]=3)[NH:7][CH:6]=[CH:5]4)[CH2:19][CH:18]=2)[CH:16]=[CH:15][CH:14]=[CH:13][CH:12]=1. Reported procedure: A solution of 5-bromoindole (0.5 g, 0.0025 mol) and the acetylene prepared in Example 9, Step (a) in 15 mL of N-butylamine is degassed by bubbling in dry nitrogen for 15 minutes, and 0.06 g, (5.0×10-5 mol) of tetrakis (triphenylphosphine)palladium(O) is added. The flask is flushed with nitrogen and the mixture is headed at reflux for 18 hours. The solvent is removed under reduced pressure, and the residue is partitioned between 50 mL of dichloromethane and 50 mL of saturated aqueous sodium bicar... Starting materials: [O-]S(=O)S(=O)[O-].[Na+].[Na+] (Na2S2O4), [Na+].[I-] (NaI), C[Si](C)(C)Cl (trimethylsilyl chloride), CC(=O)SC1=C2OC(OC2=C(C=2OC(OC21)(C)C)C(O)(C2=C1C(OC(O1)(C)C)=C(C1=C2OC(O1)(C)C)SC(=O)C)C1=C2C(OC(O2)(C)C)=C(C2=C1OC(O2)(C)C)SC(=O)C)(C)C (Tris(8-methylcarbonylthio-2,2,6,6-tetramethylbenzo[1,2-d:4,5-d']bis(1,3)dioxole-4-yl)methanol). Solvent: C(C)#N (acetonitrile). Reaction conditions: time 5 minute. The product is CC(=O)SC1=C2OC(OC2=C(C=2OC(OC21)(C)C)C(C2=C1C(OC(O1)(C)C)=C(C1=C2OC(O1)(C)C)SC(=O)C)C1=C2C(OC(O2)(C)C)=C(C2=C1OC(O2)(C)C)SC(=O)C)(C)C (Tris(8-methylcarbonylthio-2,2,6,6-tetramethylbenzo[1,2-d:4,5-d']bis(1,3)dioxole-4-yl)methane). The yield is 83.0%. Reaction SMILES: [Na+].[I-].C[Si](Cl)(C)C.[CH3:8][C:9]([S:11][C:12]1[C:23]2[O:22][C:21]([CH3:25])([CH3:24])[O:20][C:19]=2[C:18]([C:26]([C:48]2[C:58]3[O:59][C:60]([CH3:63])([CH3:62])[O:61][C:57]=3[C:56]([S:64][C:65]([CH3:67])=[O:66])=[C:50]3[O:51][C:52]([CH3:55])([CH3:54])[O:53][C:49]=23)([C:28]2[C:38]3[O:39][C:40]([CH3:43])([CH3:42])[O:41][C:37]=3[C:36]([S:44][C:45]([CH3:47])=[O:46])=[C:30]3[O:31][C:32]([CH3:35])([CH3:34])[O:33][C:29]=23)O)=[C:17]2[C:13]=1[O:14][C:15]([CH3:69])([CH3:68])[O:16]2)=[O:10].[O-]S(S([O-])=O)=O.[Na+].[Na+]>C(#N)C>[CH3:67][C:65]([S:64][C:56]1[C:50]2[O:51][C:52]([CH3:54])([CH3:55])[O:53][C:49]=2[C:48]([CH:26]([C:18]2[C:19]3[O:20][C:21]([CH3:25])([CH3:24])[O:22][C:23]=3[C:12]([S:11][C:9]([CH3:8])=[O:10])=[C:13]3[O:14][C:15]([CH3:68])([CH3:69])[O:16][C:17]=23)[C:28]2[C:38]3[O:39][C:40]([CH3:42])([CH3:43])[O:41][C:37]=3[C:36]([S:44][C:45]([CH3:47])=[O:46])=[C:30]3[O:31][C:32]([CH3:34])([CH3:35])[O:33][C:29]=23)=[C:58]2[C:57]=1[O:61][C:60]([CH3:63])([CH3:62])[O:59]2)=[O:66] |f:0.1,4.5.6|. Procedure details: NaI (0.15972 g, 1.1256 mmol) and trimethylsilyl chloride (0.142 mL, 1.1256 mmol) were stirred in acetonitrile (50 mL). Tris(8-methylcarbonylthio-2,2,6,6-tetramethylbenzo-[1,2-d:4,5-d']bis(1,3)dioxole-4-yl)methanol (0.1286 g, 0.1407 mmol, Example 49) was added in solid form and the color of the solution became brownish. Na2S2O4 (20 mL, sat.) was added after 60 minutes and the mixture was stirred 5 minutes before separation of the phases. The aqueous phase was extracted with diethyl ether (50 mL),...